Dataset: the Open Reaction Database (ORD), a public repository of structured organic reaction records. Task: describe an organic reaction: reactants, conditions, products, and yield Reactants: C(#N)C=1N=CC(=NC1NC1=CC=C(C=C1)C)N[C@H]1[C@H](COCC1)NC(OC(C)(C)C)=O (tert-butyl (3R,4R)-4-(5-cyano-6-(p-tolylamino)pyrazin-2-ylamino)tetrahydro-2H-pyran-3-ylcarbamate), C(=O)(C(F)(F)F)O (TFA). The solvent is C(Cl)Cl (DCM). Product: N[C@H]1COCC[C@H]1NC=1N=C(C(=NC1)C#N)NC1=CC=C(C=C1)C (5-((3R,4R)-3-aminotetrahydro-2H-pyran-4-ylamino)-3-(p-tolylamino)pyrazine-2-carbonitrile). RXN SMILES: [C:1]([C:3]1[N:4]=[CH:5][C:6]([NH:17][C@@H:18]2[CH2:23][CH2:22][O:21][CH2:20][C@@H:19]2[NH:24]C(=O)OC(C)(C)C)=[N:7][C:8]=1[NH:9][C:10]1[CH:15]=[CH:14][C:13]([CH3:16])=[CH:12][CH:11]=1)#[N:2].C(O)(C(F)(F)F)=O>C(Cl)Cl>[NH2:24][C@@H:19]1[C@H:18]([NH:17][C:6]2[N:7]=[C:8]([NH:9][C:10]3[CH:15]=[CH:14][C:13]([CH3:16])=[CH:12][CH:11]=3)[C:3]([C:1]#[N:2])=[N:4][CH:5]=2)[CH2:23][CH2:22][O:21][CH2:20]1. Reported procedure: To a suspension of tert-butyl (3R,4R)-4-(5-cyano-6-(p-tolylamino)pyrazin-2-ylamino)tetrahydro-2H-pyran-3-ylcarbamate in DCM (1 mL) was added TFA (1 ml), after completion, the solution was concentrated to give 5-((3R,4R)-3-aminotetrahydro-2H-pyran-4-ylamino)-3-(p-tolylamino)pyrazine-2-carbonitrile as crude residue. Reactants: C=CCC(Oc1cccc(C)c1C)C1=NCCN1C(=O)OC(C)(C)C, CCOC(C)=O, ClCCl, [Na+], [OH-], O=C(O)C(F)(F)F. Yields the product C=CCC(Oc1cccc(C)c1C)C1=NCCN1. Reaction SMILES: [C:1]([O:2][C:3](=[O:4])[N:8]1[C:9]([CH:13]([CH2:14][CH:15]=[CH2:16])[O:17][c:18]2[c:19]([CH3:25])[c:20]([CH3:24])[cH:21][cH:22][cH:23]2)=[N:10][CH2:11][CH2:12]1)([CH3:5])([CH3:6])[CH3:7].[CH3:28][CH2:29][O:30][C:31]([CH3:32])=[O:33].[Cl:41][CH2:42][Cl:43].[Na+:27].[OH-:26].[OH:34][C:35]([C:36]([F:37])([F:38])[F:39])=[O:40]>>[N:8]1=[C:9]([CH:13]([CH2:14][CH:15]=[CH2:16])[O:17][c:18]2[c:19]([CH3:25])[c:20]([CH3:24])[cH:21][cH:22][cH:23]2)[NH:10][CH2:11][CH2:12]1. Starting materials: O=C(c1ccccc1)C1CN(Cc2ccccc2)CCO1, [Cl-], Fc1cccc(Cl)c1C[Mg+], C1CCOC1. Yields the product OC(Cc1c(F)cccc1Cl)(c1ccccc1)C1CN(Cc2ccccc2)CCO1. Reaction SMILES: [CH2:12]([c:13]1[cH:14][cH:15][cH:16][cH:17][cH:18]1)[N:19]1[CH2:20][CH:21]([C:25](=[O:26])[c:27]2[cH:28][cH:29][cH:30][cH:31][cH:32]2)[O:22][CH2:23][CH2:24]1.[Cl-:1].[Cl:2][c:3]1[c:4]([CH2:5][Mg+:6])[c:7]([F:11])[cH:8][cH:9][cH:10]1.[O:33]1[CH2:34][CH2:35][CH2:36][CH2:37]1>>[Cl:2][c:3]1[c:4]([CH2:5][C:25]([CH:21]2[CH2:20][N:19]([CH2:12][c:13]3[cH:14][cH:15][cH:16][cH:17][cH:18]3)[CH2:24][CH2:23][O:22]2)([OH:26])[c:27]2[cH:28][cH:29][cH:30][cH:31][cH:32]2)[c:7]([F:11])[cH:8][cH:9][cH:10]1. Starting materials: CN(C)C=O, O=[N+]([O-])c1cccc2cc(I)cnc12, [Na+], O=S([O-])c1ccccc1. The product is O=[N+]([O-])c1cccc2cc(S(=O)(=O)c3ccccc3)cnc12. As a reaction SMILES: [CH3:25][N:26]([CH3:27])[CH:28]=[O:29].[I:1][c:2]1[cH:3][n:4][c:5]2[c:6]([N+:12](=[O:13])[O-:14])[cH:7][cH:8][cH:9][c:10]2[cH:11]1.[Na+:24].[c:15]1([S:21](=[O:22])[O-:23])[cH:16][cH:17][cH:18][cH:19][cH:20]1>>[c:2]1([S:21]([c:15]2[cH:16][cH:17][cH:18][cH:19][cH:20]2)(=[O:22])=[O:23])[cH:3][n:4][c:5]2[c:6]([N+:12](=[O:13])[O-:14])[cH:7][cH:8][cH:9][c:10]2[cH:11]1.